This data is from the Open Reaction Database (ORD), a public repository of structured organic reaction records. The task is: describe an organic reaction: reactants, conditions, products, and yield The reactants are ClC1=C(C(=O)NC=2C=CC=C3C(=CC=NC23)NN)C(=CC=C1)Cl (8-(2,6-dichlorobenzoylamino)-4-hydrazinoquinoline), ClC(=O)OCC (ethyl chloroformate). Solvent: N1=CC=CC=C1 (pyridine), ClCCl (dichloromethane). Run at time 1 hour. Yields the product ClC1=C(C(=O)NC=2C=CC=C3C(=CC=NC23)NNC(=O)OCC)C(=CC=C1)Cl (8-(2,6-dichlorobenzoylamino)-4-(2-ethoxycarbonylhydrazino)quinoline). The yield is 47.6%. As a reaction SMILES: [Cl:1][C:2]1[CH:22]=[CH:21][CH:20]=[C:19]([Cl:23])[C:3]=1[C:4]([NH:6][C:7]1[CH:8]=[CH:9][CH:10]=[C:11]2[C:16]=1[N:15]=[CH:14][CH:13]=[C:12]2[NH:17][NH2:18])=[O:5].Cl[C:25]([O:27][CH2:28][CH3:29])=[O:26]>N1C=CC=CC=1.ClCCl>[Cl:1][C:2]1[CH:22]=[CH:21][CH:20]=[C:19]([Cl:23])[C:3]=1[C:4]([NH:6][C:7]1[CH:8]=[CH:9][CH:10]=[C:11]2[C:16]=1[N:15]=[CH:14][CH:13]=[C:12]2[NH:17][NH:18][C:25]([O:27][CH2:28][CH3:29])=[O:26])=[O:5]. Procedure: To a stirred suspension of 8-(2,6-dichlorobenzoylamino)-4-hydrazinoquinoline (200 mg) in pyridine (2 ml) was added a solution of ethyl chloroformate (68.8 mg) in dichloromethane (0.5 ml) under ice-cooling, and the mixture was stirred for 1 hour at ambient temperature. The mixture was concentrated in vacuo, and the residue was diluted with dichloromethane. The mixture was washed with water and brine, dried over magnesium sulfate and evaporated in vacuo. The residue was recrystallized from ethanol...